Dataset: the Open Reaction Database (ORD), a public repository of structured organic reaction records. Task: describe an organic reaction: reactants, conditions, products, and yield Starting materials: C(C=C)N(CCCN(C\C=C\CN(CCCN(P(=O)(OCC)OCC)CC=C)P(=O)(OCC)OCC)P(=O)(OCC)OCC)P(=O)(OCC)OCC ((E)-1,14-di-allyl-1,5,10,14-tetra(diethoxyphosphoryl)-1,5,10,14-tetraazatetradec-7-ene), Cl (hydrogen chloride). Yields the product Cl.Cl.Cl.Cl.C(C=C)NCCCNC\C=C\CNCCCNCC=C ((E)-1,14-Di-allyl-1,5,10,14-tetraazatetradec-7-ene tetrahydrochloride). RXN SMILES: [CH2:1]([N:4](P(OCC)(OCC)=O)[CH2:5][CH2:6][CH2:7][N:8](P(OCC)(OCC)=O)[CH2:9]/[CH:10]=[CH:11]/[CH2:12][N:13](P(OCC)(OCC)=O)[CH2:14][CH2:15][CH2:16][N:17]([CH2:26][CH:27]=[CH2:28])P(OCC)(OCC)=O)[CH:2]=[CH2:3].[ClH:53]>>[ClH:53].[ClH:53].[ClH:53].[ClH:53].[CH2:26]([NH:17][CH2:16][CH2:15][CH2:14][NH:13][CH2:12]/[CH:11]=[CH:10]/[CH2:9][NH:8][CH2:7][CH2:6][CH2:5][NH:4][CH2:1][CH:2]=[CH2:3])[CH:27]=[CH2:28] |f:2.3.4.5.6|. Reported procedure: For conversion into the title compound, 37.45 g of crude (E)-1,14-di-allyl-1,5,10,14-tetra(diethoxyphosphoryl)-1,5,10,14-tetraazatetradec-7-ene are dissolved in 170 ml of 7THF, and hydrogen chloride is passed into the solution at 5° C. until saturated. The reaction mixture is stirred for 15 h at room temperature, 250 ml of diethyl ether are added to the resulting suspension, the mixture is filtered and the filtration residue is washed with a small amount of ethanol and diethyl ether. Recrystalli...